Task: describe an organic reaction: reactants, conditions, products, and yield. Dataset: the Open Reaction Database (ORD), a public repository of structured organic reaction records The reactants are [OH-].[Na+] (sodium hydroxide), C(C1=CC=CC=C1)NC(C(C)C1=CC=C(C=C1)O)=O (N-benzyl-2-(4-hydroxy-phenyl)-propionamide), B.O1CCCC1 (borane tetrahydrofuran), O (water), crude product. Solvent: O1CCCC1 (tetrahydrofuran), O1CCCC1 (tetrahydrofuran). Yields the product C(C1=CC=CC=C1)NCC(C)C1=CC=C(C=C1)O (4-(2-benzylamino-1-methyl-ethyl)-phenol). Yield: 52.3%. RXN SMILES: [CH2:1]([NH:8][C:9](=O)[CH:10]([C:12]1[CH:17]=[CH:16][C:15]([OH:18])=[CH:14][CH:13]=1)[CH3:11])[C:2]1[CH:7]=[CH:6][CH:5]=[CH:4][CH:3]=1.B.O1CCCC1.O.[OH-].[Na+]>O1CCCC1>[CH2:1]([NH:8][CH2:9][CH:10]([C:12]1[CH:17]=[CH:16][C:15]([OH:18])=[CH:14][CH:13]=1)[CH3:11])[C:2]1[CH:3]=[CH:4][CH:5]=[CH:6][CH:7]=1 |f:1.2,4.5|. Procedure details: Dissolve N-benzyl-2-(4-hydroxy-phenyl)-propionamide (13.25 g, 51.9 mmol) in anhydrous tetrahydrofuran (100 mL) and add via a cannula to borane-tetrahydrofuran complex (1.0M in tetrahydrofuran, 300 mL, 300 mmol) under nitrogen. Heat the reaction to reflux for 18 h under nitrogen. Cool the reaction to 0° C. and quench with 6 M hydrochloric acid. Concentrate the tetrahydrofuran on a rotary evaporator to give the crude product. Add water (50 mL) and tetrahydrofuran (30 mL) to the crude product and h... The reactants are COc1cc(OC)c(C=O)cc1Br, COCCOC, [Na+], [Na+], O=C([O-])[O-], O, c1ccc(P(c2ccccc2)(c2ccccc2)[Pd](P(c2ccccc2)(c2ccccc2)c2ccccc2)(P(c2ccccc2)(c2ccccc2)c2ccccc2)P(c2ccccc2)(c2ccccc2)c2ccccc2)cc1, OB(O)c1cc2ccccc2s1. Yields the product COc1cc(OC)c(-c2cc3ccccc3s2)cc1C=O. As a reaction SMILES: [Br:1][c:2]1[c:3]([O:12][CH3:13])[cH:4][c:5]([O:10][CH3:11])[c:6]([CH:7]=[O:8])[cH:9]1.[CH3:33][O:34][CH2:35][CH2:36][O:37][CH3:38].[Na+:26].[Na+:27].[O-:28][C:29](=[O:30])[O-:31].[OH2:32].[cH:39]1[cH:40][cH:41][c:42]([P:43]([Pd:44]([P:45]([c:46]2[cH:47][cH:48][cH:49][cH:50][cH:51]2)([c:52]2[cH:53][cH:54][cH:55][cH:56][cH:57]2)[c:58]2[cH:59][cH:60][cH:61][cH:62][cH:63]2)([P:64]([c:65]2[cH:66][cH:67][cH:68][cH:69][cH:70]2)([c:71]2[cH:72][cH:73][cH:74][cH:75][cH:76]2)[c:77]2[cH:78][cH:79][cH:80][cH:81][cH:82]2)[P:83]([c:84]2[cH:85][cH:86][cH:87][cH:88][cH:89]2)([c:90]2[cH:91][cH:92][cH:93][cH:94][cH:95]2)[c:96]2[cH:97][cH:98][cH:99][cH:100][cH:101]2)([c:102]2[cH:103][cH:104][cH:105][cH:106][cH:107]2)[c:108]2[cH:109][cH:110][cH:111][cH:112][cH:113]2)[cH:114][cH:115]1.[s:14]1[c:15]2[c:16]([cH:17][c:18]1[B:19]([OH:20])[OH:21])[cH:22][cH:23][cH:24][cH:25]2>>[c:2]1(-[c:18]2[s:14][c:15]3[c:16]([cH:17]2)[cH:22][cH:23][cH:24][cH:25]3)[c:3]([O:12][CH3:13])[cH:4][c:5]([O:10][CH3:11])[c:6]([CH:7]=[O:8])[cH:9]1.